From a dataset of the Open Reaction Database (ORD), a public repository of structured organic reaction records. describe an organic reaction: reactants, conditions, products, and yield The reactants are [SH-].[Na+] (sodium hydrosulfide), C(C)(C)N(CC)C(C)C (diisopropylethylamine), Cl (hydrochloric acid), O(C1=CC=CC=C1)CC(=O)N[C@H]1[C@@H]2N(C(=C(CS2)OP(=O)(C2=CC=CC=C2)C2=CC=CC=C2)C(=O)OC(C2=CC=CC=C2)C2=CC=CC=C2)C1=O (benzhydryl 7β-phenoxyacetamido-3-diphenylphosphoryloxy-3-cephem-4-carboxylate), C(C#C)(=O)OCC=C (allyl propiolate). The solvent is CN(C=O)C (N,N-dimethylformamide), CN(C=O)C (N,N-dimethylformamide). Run at time 30 minute. Product: O(C1=CC=CC=C1)CC(=O)N[C@H]1[C@@H]2N(C(=C(CS2)S\C=C/C(=O)OCC=C)C(=O)OC(C2=CC=CC=C2)C2=CC=CC=C2)C1=O (benzhydryl 7β-phenoxyacetamido-3-[(Z)-2allyloxycarbonylvinylthio]-3-cephem-4-carboxylate). Isolated yield 61.0%. Reaction SMILES: [O:1]([CH2:8][C:9]([NH:11][C@@H:12]1[C:50](=[O:51])[N:14]2[C:15]([C:34]([O:36][CH:37]([C:44]3[CH:49]=[CH:48][CH:47]=[CH:46][CH:45]=3)[C:38]3[CH:43]=CC=[CH:40][CH:39]=3)=[O:35])=[C:16](OP(C3C=CC=CC=3)(C3C=CC=CC=3)=O)[CH2:17][S:18][C@H:13]12)=[O:10])[C:2]1[CH:7]=[CH:6][CH:5]=[CH:4][CH:3]=1.[SH-:52].[Na+].[C:54]([O:58][CH2:59][CH:60]=[CH2:61])(=[O:57])[C:55]#[CH:56].Cl.C(N([CH:69]([CH3:71])C)CC)(C)C>CN(C)C=O>[O:1]([CH2:8][C:9]([NH:11][C@@H:12]1[C:50](=[O:51])[N:14]2[C:15]([C:34]([O:36][CH:37]([C:44]3[CH:49]=[CH:48][CH:47]=[CH:46][CH:45]=3)[C:38]3[CH:43]=[CH:71][CH:69]=[CH:40][CH:39]=3)=[O:35])=[C:16]([S:52]/[CH:56]=[CH:55]\[C:54]([O:58][CH2:59][CH:60]=[CH2:61])=[O:57])[CH2:17][S:18][C@H:13]12)=[O:10])[C:2]1[CH:3]=[CH:4][CH:5]=[CH:6][CH:7]=1 |f:1.2|. Procedure details: To a cooled (-10° C.) solution of 1.5 g (2 mM) of benzhydryl 7β-phenoxyacetamido-3-diphenylphosphoryloxy-3-cephem-4-carboxylate in 12 ml of N,N-dimethylformamide were added a solution of 177 mg (2.2 mM) of 70% sodium hydrosulfide in 8 ml of N,N-dimethylformamide and 310 mg (2.4 mM) of diisopropylethylamine, and the reaction mixture was stirred for 30 minutes. Subsequently, 330 mg (3 mM) of allyl propiolate was added at the same temperature, and the reaction mixture was stirred for 40 minutes. Af...